From a dataset of the Open Reaction Database (ORD), a public repository of structured organic reaction records. describe an organic reaction: reactants, conditions, products, and yield Starting materials: CC(=O)C (acetone), polyphosphoric acid, C1(=CC=CC=C1)CC#N (phenylacetonitrile), ice water, C(C)(C)OC(C)C (diisopropyl ether). Reaction conditions: time 1 hour. Yields the product CC1(NC(CC2=CC=CC=C12)=O)C (1,1-dimethyl-1,4-dihydroisoquinolin-3(2H)-one). RXN SMILES: [C:1]1([CH2:7][C:8]#[N:9])[CH:6]=[CH:5][CH:4]=[CH:3][CH:2]=1.[CH:10](OC(C)C)([CH3:12])[CH3:11].CC(C)=[O:19]>>[CH3:11][C:10]1([CH3:12])[C:6]2[C:1](=[CH:2][CH:3]=[CH:4][CH:5]=2)[CH2:7][C:8](=[O:19])[NH:9]1. Procedure: A polyphosphoric acid (200 g) solution of 10 g of phenylacetonitrile was heated at 140° C., and 14.9 g of acetone was dropwise added thereto, taking 1 hour. Further, this was stirred for 1 hour, then cooled, and ice water and diisopropyl ether were added to the reaction liquid. The organic layer was separated, and the aqueous layer was extracted with chloroform. The chloroform layer was washed with aqueous saturated sodium hydrogencarbonate solution, dried with anhydrous magnesium sulfate, and t... Starting materials: C(C)(C)(C)OC(N[C@@H](C)C1=CC(=CC=C1)C=O)=O ((s)-[1-(3-formyl-phenyl)-ethyl]-carbamic acid tert-butyl ester), Cl.NO (hydroxylamine hydrochloride). Solvent: C(C)O (ethanol). Yields the product C(C)(C)(C)OC(N[C@@H](C)C1=CC(=CC=C1)C=NO)=O ((S)-{1-[3-(Hydroxyimino-methyl)-phenyl]-ethyl}-carbamic acid tert-butyl ester). The yield is 96.5%. Reaction SMILES: [C:1]([O:5][C:6](=[O:18])[NH:7][C@H:8]([C:10]1[CH:15]=[CH:14][CH:13]=[C:12]([CH:16]=O)[CH:11]=1)[CH3:9])([CH3:4])([CH3:3])[CH3:2].Cl.[NH2:20][OH:21]>C(O)C>[C:1]([O:5][C:6](=[O:18])[NH:7][C@H:8]([C:10]1[CH:15]=[CH:14][CH:13]=[C:12]([CH:16]=[N:20][OH:21])[CH:11]=1)[CH3:9])([CH3:4])([CH3:3])[CH3:2] |f:1.2|. Reported procedure: To a solution of (s)-[1-(3-formyl-phenyl)-ethyl]-carbamic acid tert-butyl ester (1.5 g, 6 mmol) in ethanol (50 mL) were added hydroxylamine hydrochloride (833 mg, 12 mmol) triethylamine (2.5 mL, 18 mmol), the reaction mixture was heated at reflux for 18 h, and the reaction mixture was cooled down to room temperature and concentrated in vacuo. The crude product was diluted in EtOAc (100 mL) and extracted with 0.5N HCl. The organic layer was dried over anhydrous magnesium sulfate and filtered, and... Reactants: C(C)C1=CC=C2COC(C2=C1)=O (6-ethyl-3H-isobenzofuran-1-one), C(C)B(CC)CC (triethylborane), C1(=CC=CC=C1)S(=O)(=O)CC1=CC=C(C(=C1C(=O)OCC)OC)Br (ethyl 6-(benzenesulphonylmethyl)-3-bromo-2-methoxybenzoate), C1(=CC=CC=C1)S(=O)(=O)CC1=CC=C(C(=C1C(=O)OCC)OC)Br (ethyl 6-(benzenesulphonylmethyl)-3-bromo-2-methoxybenzoate). The product is C1(=CC=CC=C1)S(=O)(=O)CC1=CC=C(C(=C1C(=O)OCC)OC)CC (Ethyl 6-(benzenesulphonylmethyl)-3-ethyl-2-methoxybenzoate). RXN SMILES: [CH2:1](C1C=C2C(COC2=O)=CC=1)[CH3:2].[C:13]1([S:19]([CH2:22][C:23]2[C:28]([C:29]([O:31][CH2:32][CH3:33])=[O:30])=[C:27]([O:34][CH3:35])[C:26](Br)=[CH:25][CH:24]=2)(=[O:21])=[O:20])[CH:18]=[CH:17][CH:16]=[CH:15][CH:14]=1.C(B(CC)CC)C>>[C:13]1([S:19]([CH2:22][C:23]2[C:28]([C:29]([O:31][CH2:32][CH3:33])=[O:30])=[C:27]([O:34][CH3:35])[C:26]([CH2:1][CH3:2])=[CH:25][CH:24]=2)(=[O:21])=[O:20])[CH:18]=[CH:17][CH:16]=[CH:15][CH:14]=1. Procedure: Prepared by proceeding in a similar manner to Intermediate 18, starting from ethyl 6-(benzenesulphonylmethyl)-3-bromo-2-methoxybenzoate (Intermediate 61) and triethylborane. Starting materials: CCCCCCN1c2cccc(CO)c2Sc2c1cccc2C(O[SiH2]C(C)(C)C)(c1ccccc1)c1ccccc1, CCOC(=O)N=NC(=O)OCC, O=C1NC(=O)c2ccccc21, C1CCOC1, c1ccc(P(c2ccccc2)c2ccccc2)cc1. Product: CCCCCCN1c2cccc(CN3C(=O)c4ccccc4C3=O)c2Sc2c1cccc2C(O[SiH2]C(C)(C)C)(c1ccccc1)c1ccccc1. RXN SMILES: [C:13]([CH3:14])([CH3:15])([CH3:16])[SiH2:17][O:18][C:19]([c:20]1[c:21]2[c:30]([cH:31][cH:32][cH:33]1)[N:29]([CH2:34][CH2:35][CH2:36][CH2:37][CH2:38][CH3:39])[c:28]1[c:23]([c:24]([CH2:40][OH:41])[cH:25][cH:26][cH:27]1)[S:22]2)([c:42]1[cH:43][cH:44][cH:45][cH:46][cH:47]1)[c:48]1[cH:49][cH:50][cH:51][cH:52][cH:53]1.[O:1]=[C:2]([O:3][CH2:4][CH3:5])[N:6]=[N:7][C:8]([O:9][CH2:10][CH3:11])=[O:12].[O:54]=[C:55]1[NH:56][C:57](=[O:58])[c:59]2[cH:60][cH:61][cH:62][cH:63][c:64]21.[O:84]1[CH2:85][CH2:86][CH2:87][CH2:88]1.[c:65]1([P:66]([c:67]2[cH:68][cH:69][cH:70][cH:71][cH:72]2)[c:73]2[cH:74][cH:75][cH:76][cH:77][cH:78]2)[cH:79][cH:80][cH:81][cH:82][cH:83]1>>[C:13]([CH3:14])([CH3:15])([CH3:16])[SiH2:17][O:18][C:19]([c:20]1[c:21]2[c:30]([cH:31][cH:32][cH:33]1)[N:29]([CH2:34][CH2:35][CH2:36][CH2:37][CH2:38][CH3:39])[c:28]1[c:23]([c:24]([CH2:40][N:56]3[C:55](=[O:54])[c:64]4[c:59]([cH:60][cH:61][cH:62][cH:63]4)[C:57]3=[O:58])[cH:25][cH:26][cH:27]1)[S:22]2)([c:42]1[cH:43][cH:44][cH:45][cH:46][cH:47]1)[c:48]1[cH:49][cH:50][cH:51][cH:52][cH:53]1. Starting materials: CCOC(=O)CC(=O)C(F)(F)F, CC(=O)O, O=N[O-], [Na+], O. The product is CCOC(=O)C(=NO)C(=O)C(F)(F)F. As a reaction SMILES: [CH2:1]([CH3:2])[O:3][C:4]([CH2:5][C:6]([C:7]([F:8])([F:9])[F:10])=[O:11])=[O:12].[CH3:18][C:19](=[O:20])[OH:21].[N:13](=[O:14])[O-:15].[Na+:16].[OH2:17]>>[CH2:1]([CH3:2])[O:3][C:4]([C:5]([C:6]([C:7]([F:8])([F:9])[F:10])=[O:11])=[N:13][OH:14])=[O:12]. Starting materials: C=CC(=O)OC, CC(=O)[O-], Nc1cccc(-c2ccccc2)c1. Product: COC(=O)CCNc1cccc(-c2ccccc2)c1. As a reaction SMILES: [C:14]([CH:15]=[CH2:16])(=[O:17])[O:18][CH3:19].[CH3:20][C:21](=[O:22])[O-:23].[NH2:1][c:2]1[cH:3][c:4](-[c:8]2[cH:9][cH:10][cH:11][cH:12][cH:13]2)[cH:5][cH:6][cH:7]1>>[NH:1]([c:2]1[cH:3][c:4](-[c:8]2[cH:9][cH:10][cH:11][cH:12][cH:13]2)[cH:5][cH:6][cH:7]1)[CH2:16][CH2:15][C:14](=[O:17])[O:18][CH3:19]. The reactants are COC(=O)C=1N=CC2=C(C=CC=C2C1O)I (4-hydroxy-8-iodo-isoquinoline-3-carboxylic acid methyl ester), COC=1C=C(C=CC1)O (3-methoxy-phenol). As a reaction SMILES: [CH3:1][O:2][C:3]([C:5]1[N:6]=[CH:7][C:8]2[C:13]([C:14]=1[OH:15])=[CH:12][CH:11]=[CH:10][C:9]=2I)=[O:4].[CH3:17][O:18][C:19]1[CH:20]=[C:21]([OH:25])[CH:22]=[CH:23][CH:24]=1>>[CH3:1][O:2][C:3]([C:5]1[N:6]=[CH:7][C:8]2[C:13]([C:14]=1[OH:15])=[CH:12][CH:11]=[CH:10][C:9]=2[O:25][C:21]1[CH:22]=[CH:23][CH:24]=[C:19]([O:18][CH3:17])[CH:20]=1)=[O:4]. The product is COC(=O)C=1N=CC2=C(C=CC=C2C1O)OC1=CC(=CC=C1)OC (4-Hydroxy-8-(3-methoxy-phenoxy)-isoquinoline-3-carboxylic acid methyl ester). Reported procedure: The title compound was synthesized from 4-hydroxy-8-iodo-isoquinoline-3-carboxylic acid methyl ester and 3-methoxy-phenol in analogy to example 19d; MS-(+)-ion: M+1=326.4.